Dataset: the Open Reaction Database (ORD), a public repository of structured organic reaction records. Task: describe an organic reaction: reactants, conditions, products, and yield Starting materials: CC(=O)O, C=CC1CN(Cc2ccccc2)CCN1Cc1ccccc1, CO, B1C2CCCC1CCC2, Fc1cccc(I)c1, NCCO, [Na+], [OH-], O, c1ccc(P(c2ccccc2)c2ccccc2)cc1. Product: Fc1cccc(CCC2CN(Cc3ccccc3)CCN2Cc2ccccc2)c1. As a reaction SMILES: [C:68]([OH:69])(=[O:70])[CH3:71].[CH2:1]([c:2]1[cH:3][cH:4][cH:5][cH:6][cH:7]1)[N:8]1[CH:9]([CH:21]=[CH2:22])[CH2:10][N:11]([CH2:14][c:15]2[cH:16][cH:17][cH:18][cH:19][cH:20]2)[CH2:12][CH2:13]1.[CH3:66][OH:67].[CH:23]12[CH2:24][CH2:25][CH2:26][CH:27]([BH:28]1)[CH2:29][CH2:30][CH2:31]2.[F:32][c:33]1[cH:34][c:35]([I:39])[cH:36][cH:37][cH:38]1.[NH2:61][CH2:62][CH2:63][OH:64].[Na+:60].[OH-:59].[OH2:65].[c:40]1([P:41]([c:42]2[cH:43][cH:44][cH:45][cH:46][cH:47]2)[c:48]2[cH:49][cH:50][cH:51][cH:52][cH:53]2)[cH:54][cH:55][cH:56][cH:57][cH:58]1>>[CH2:1]([c:2]1[cH:3][cH:4][cH:5][cH:6][cH:7]1)[N:8]1[CH:9]([CH2:21][CH2:22][c:35]2[cH:34][c:33]([F:32])[cH:38][cH:37][cH:36]2)[CH2:10][N:11]([CH2:14][c:15]2[cH:16][cH:17][cH:18][cH:19][cH:20]2)[CH2:12][CH2:13]1. The reactants are CSCC(=O)Cl, CO, [Na+], [OH-], OCC(O)COc1ccc(O)cc1. The product is CSCCOc1ccc(OCC(O)CO)cc1. As a reaction SMILES: [CH3:14][S:15][CH2:16][C:17]([Cl:18])=[O:19].[CH3:22][OH:23].[Na+:21].[OH-:20].[OH:1][CH:2]([CH2:3][O:4][c:5]1[cH:6][cH:7][c:8]([OH:11])[cH:9][cH:10]1)[CH2:12][OH:13]>>[OH:1][CH:2]([CH2:3][O:4][c:5]1[cH:6][cH:7][c:8]([O:11][CH2:17][CH2:16][S:15][CH3:14])[cH:9][cH:10]1)[CH2:12][OH:13]. Starting materials: [BH4-], O=C1c2ccccc2C(=O)N1CCCSc1ccncc1, CCO, [Na+]. The product is O=C1c2ccccc2C(O)N1CCCSc1ccncc1. As a reaction SMILES: [BH4-:22].[C:1]1(=[O:21])[c:2]2[c:3]([cH:17][cH:18][cH:19][cH:20]2)[C:4](=[O:16])[N:5]1[CH2:6][CH2:7][CH2:8][S:9][c:10]1[cH:11][cH:12][n:13][cH:14][cH:15]1.[CH3:24][CH2:25][OH:26].[Na+:23]>>[CH:1]1([OH:21])[c:2]2[c:3]([cH:17][cH:18][cH:19][cH:20]2)[C:4](=[O:16])[N:5]1[CH2:6][CH2:7][CH2:8][S:9][c:10]1[cH:11][cH:12][n:13][cH:14][cH:15]1. Starting materials: CN(C(OC(C)(C)C)=O)CC1CCNCC1 (tert-Butyl methyl(piperidin-4-ylmethyl)carbamate), Cl.ClC1=NC=NC=C1 (4-chloropyrimidine hydrochloride), CCN(C(C)C)C(C)C (DIPEA). Run in C(C)(=O)OCC (ethyl acetate), C(O)([O-])=O.[Na+] (sodium hydrogen carbonate), CC(C)O (2-propanol). The product is CN(C(OC(C)(C)C)=O)C1CCN(CC1)C1=NC=NC=C1 (tert-Butyl methyl(1-(pyrimidin-4-yl)piperidin-4-yl)carbamate). Isolated yield 78.0%. Reaction SMILES: [CH3:1][N:2]([CH2:10]C1CCNCC1)[C:3](=[O:9])[O:4][C:5]([CH3:8])([CH3:7])[CH3:6].Cl.Cl[C:19]1C=C[N:22]=[CH:21][N:20]=1.[CH3:25][CH2:26][N:27]([CH:31]([CH3:33])C)[CH:28]([CH3:30])C>CC(O)C.C(OCC)(=O)C.C(=O)([O-])O.[Na+]>[CH3:10][N:2]([CH:1]1[CH2:25][CH2:26][N:27]([C:28]2[CH:30]=[CH:19][N:20]=[CH:21][N:22]=2)[CH2:31][CH2:33]1)[C:3](=[O:9])[O:4][C:5]([CH3:6])([CH3:7])[CH3:8] |f:1.2,6.7|. Procedure: tert-Butyl methyl(piperidin-4-ylmethyl)carbamate (4.67 mmol, 1.0 eq) and 4-chloropyrimidine hydrochloride (14.0 mmol, 3.0 eq) were dissolved in 2-propanol (18 ml) and DIPEA (23.33 mmol. 5.0 eq) and refluxed for 16 hours. After monitoring by TLC, the reaction solution was diluted with ethyl acetate and sat. sodium hydrogen carbonate solution, and the phases were separated. The aqueous phase was washed with ethyl acetate. The combined organic phases were washed 1× with sat. NaCl solution, dried ov...